From a dataset of the Open Reaction Database (ORD), a public repository of structured organic reaction records. describe an organic reaction: reactants, conditions, products, and yield Starting materials: C(=O)([O-])[O-].[K+].[K+] (K2CO3), O1CCCC=C1 (dihydropyran), IC(C)O (iodoethanol), C1(=CC=C(C=C1)S(=O)(=O)O)C (p-toluenesulfonic acid). Run in CCOCC (Et2O). Run at time 1 hour. The product is ICCOC1OCCCC1 (2-(2-Iodoethoxy)tetrahydro-2-H-pyran). As a reaction SMILES: [O:1]1[CH:6]=[CH:5][CH2:4][CH2:3][CH2:2]1.[I:7][CH:8](O)C.C1(C)C=CC(S(O)(=O)=O)=CC=1.[C:22]([O-:25])([O-])=O.[K+].[K+]>CCOCC>[I:7][CH2:8][CH2:22][O:25][CH:6]1[CH2:5][CH2:4][CH2:3][CH2:2][O:1]1 |f:3.4.5|. Reported procedure: Freshly distilled dihydropyran (Aldrich, 59.0 g, 0.7 mol) was added dropwise to a cooled solution of iodoethanol (Aldrich, 98 g, 0.57 mol) in Et2O (1 L) containing 0.1 g of p-toluenesulfonic acid (Eastman). The solution was then stirred for 1 h at 5°. Solid K2CO3 (Mallinckrodt, 5 g) was then added to the reaction mixture and the resulting suspension stirred an additional 1 h at RT. The reaction was then filtered and the remaining solid washed with Et2O (1 L). The organic solutions were combined ... Starting materials: COC(=O)c1ccc(B2OC(C)(C)C(C)(C)O2)c(C)c1, O=S(=O)(OC1=CCC2CCC1C2)C(F)(F)F. The product is COC(=O)c1ccc(C2=CCC3CCC2C3)c(C)c1. Reaction SMILES: [CH3:1][O:2][C:3]([c:4]1[cH:5][c:6]([CH3:19])[c:7]([B:10]2[O:11][C:12]([CH3:13])([CH3:14])[C:15]([CH3:16])([CH3:17])[O:18]2)[cH:8][cH:9]1)=[O:20].[F:21][C:22]([F:23])([F:24])[S:25]([O:26][C:27]1=[CH:33][CH2:32][CH:31]2[CH2:30][CH2:29][CH:28]1[CH2:34]2)(=[O:35])=[O:36]>>[CH3:1][O:2][C:3]([c:4]1[cH:5][c:6]([CH3:19])[c:7]([C:27]2=[CH:33][CH2:32][CH:31]3[CH2:30][CH2:29][CH:28]2[CH2:34]3)[cH:8][cH:9]1)=[O:20]. Starting materials: CC(NC(=O)c1ccccc1)c1cnc(S(C)(=O)=O)nn1, COc1cccc(N)c1. The product is COc1cccc(Nc2ncc(C(C)NC(=O)c3ccccc3)nn2)c1. As a reaction SMILES: [CH3:1][S:2](=[O:3])(=[O:4])[c:5]1[n:6][n:7][c:8]([CH:11]([CH3:12])[NH:13][C:14]([c:15]2[cH:16][cH:17][cH:18][cH:19][cH:20]2)=[O:21])[cH:9][n:10]1.[CH3:22][O:23][c:24]1[cH:25][c:26]([NH2:30])[cH:27][cH:28][cH:29]1>>[c:5]1([NH:30][c:26]2[cH:25][c:24]([O:23][CH3:22])[cH:29][cH:28][cH:27]2)[n:6][n:7][c:8]([CH:11]([CH3:12])[NH:13][C:14]([c:15]2[cH:16][cH:17][cH:18][cH:19][cH:20]2)=[O:21])[cH:9][n:10]1. The reactants are CC1=C(C=CC(=N1)N)C#C[Si](C)(C)C (6-methyl-5-trimethylsilanylethynyl-pyridin-2-ylamine), CO (methanol), C([O-])([O-])=O.[K+].[K+] (potassium carbonate). Solvent: O (Water). Run at time 30 minute. Product: C(#C)C=1C=CC(=NC1C)N (5-Ethynyl-6-methyl-pyridin-2-ylamine). Isolated yield 87.6%. Reaction SMILES: [CH3:1][C:2]1[N:7]=[C:6]([NH2:8])[CH:5]=[CH:4][C:3]=1[C:9]#[C:10][Si](C)(C)C.CO.C(=O)([O-])[O-].[K+].[K+]>O>[C:9]([C:3]1[CH:4]=[CH:5][C:6]([NH2:8])=[N:7][C:2]=1[CH3:1])#[CH:10] |f:2.3.4|. Reported procedure: To a mixture of 6-methyl-5-trimethylsilanylethynyl-pyridin-2-ylamine (450 mg, 1.9 mmol) described in Manufacturing Example 187-1-1 and methanol (5 mL) was added potassium carbonate (390 mg, 2.8 mmol), which was stirred for 30 minutes at the same temperature. Water was added to the reaction mixture, which was extracted with ethyl acetate. The organic layer was washed with saturated aqueous sodium chloride, and was concentrated under a reduced pressure. The residue was purified by silica gel colum... Reactants: CCCCCC(CO)CO, CCCCCCCCc1cc2cc(C=O)sc2s1, Cc1ccccc1, Cc1ccccc1S(=O)(=O)O. The product is CCCCCCCCc1cc2cc(C3OCC(CCCCC)CO3)sc2s1. Reaction SMILES: [CH2:19]([CH2:20][CH2:21][CH2:22][CH3:23])[CH:24]([CH2:25][OH:26])[CH2:27][OH:28].[CH2:1]([CH2:2][CH2:3][CH2:4][CH2:5][CH2:6][CH2:7][CH3:8])[c:9]1[cH:10][c:11]2[c:12]([s:13]1)[s:14][c:15]([CH:17]=[O:18])[cH:16]2.[CH3:40][c:41]1[cH:42][cH:43][cH:44][cH:45][cH:46]1.[c:29]1([CH3:30])[c:31]([S:32]([OH:33])(=[O:34])=[O:35])[cH:36][cH:37][cH:38][cH:39]1>>[CH2:1]([CH2:2][CH2:3][CH2:4][CH2:5][CH2:6][CH2:7][CH3:8])[c:9]1[cH:10][c:11]2[c:12]([s:13]1)[s:14][c:15]([CH:17]1[O:18][CH2:27][CH:24]([CH2:19][CH2:20][CH2:21][CH2:22][CH3:23])[CH2:25][O:26]1)[cH:16]2.